Dataset: the Open Reaction Database (ORD), a public repository of structured organic reaction records. Task: describe an organic reaction: reactants, conditions, products, and yield The reactants are FC(C=1C=C(C=CC1)NN)(F)F (m-trifluoromethylphenyl hydrazine), C(C)OC(CC(OCC)OCC)OCC (1,1,3,3-tetraethoxypropane), O (water), Cl (hydrochloric acid). The solvent is C(C)O (ethanol). The product is FC(C=1C=C(C=CC1)N1N=CC=C1)(F)F (1-(m-trifluoromethylphenyl)-pyrazole). The yield is 80.0%. As a reaction SMILES: [F:1][C:2]([F:12])([F:11])[C:3]1[CH:4]=[C:5]([NH:9][NH2:10])[CH:6]=[CH:7][CH:8]=1.O.Cl.C(O[CH:18](OCC)[CH2:19][CH:20](OCC)OCC)C>C(O)C>[F:1][C:2]([F:11])([F:12])[C:3]1[CH:4]=[C:5]([N:9]2[CH:20]=[CH:19][CH:18]=[N:10]2)[CH:6]=[CH:7][CH:8]=1. Procedure: Into a 500 ml., 2-neck flask, fitted with a condenser and a magnetic stirrer, is successively added 35.2 g. (0.2 M.) of m-trifluoromethylphenyl hydrazine, 15 ml. of water, 20 ml. of 100% ethanol, 16.5 ml. of concentrated hydrochloric acid (slowly) and 44.0 g. (0.2 M.) of 1,1,3,3-tetraethoxypropane. The reaction mixture is then heated slowly to between 80° C. and 90° C., and after maintaining the mixture at this temperature range for a period of between 2 and 3 hours, the reaction mixture is cool... The reactants are O=C([O-])[O-], O=C([O-])[O-], C1CCOC1, CCOC(=O)NCC1CC=CCC1, [Cs+], [Cs+], [K+], [K+]. Yields the product CCOC(=O)N(CO)CC1CC=CCC1. As a reaction SMILES: [C:14]([O-:15])(=[O:16])[O-:17].[C:20](=[O:21])([O-:22])[O-:23].[CH2:26]1[O:27][CH2:28][CH2:29][CH2:30]1.[CH:1]1([CH2:7][NH:8][C:9]([O:10][CH2:11][CH3:12])=[O:13])[CH2:2][CH:3]=[CH:4][CH2:5][CH2:6]1.[Cs+:24].[Cs+:25].[K+:18].[K+:19]>>[CH:1]1([CH2:7][N:8]([C:9]([O:10][CH2:11][CH3:12])=[O:13])[CH2:14][OH:15])[CH2:2][CH:3]=[CH:4][CH2:5][CH2:6]1. The reactants are C(\C=C\C(=O)O)(=O)OC (methyl hydrogen fumarate), ClCC(=O)N1CCOCC1 (4-(chloroacetyl) morpholine), C(O)([O-])=O.[Cs+] (cesium hydrogen carbonate). The solvent is CN1CCCC1=O (NMP). Product: C(\C=C\C(=O)OCC(=O)N1CCOCC1)(=O)OC (Methyl 2-morpholin-4-yl-2-oxoethyl (2E)but-2-ene-1,4-dioate). Yield: 34.4%. As a reaction SMILES: [C:1]([O:8][CH3:9])(=[O:7])/[CH:2]=[CH:3]/[C:4]([OH:6])=[O:5].Cl[CH2:11][C:12]([N:14]1[CH2:19][CH2:18][O:17][CH2:16][CH2:15]1)=[O:13].C(=O)([O-])O.[Cs+]>CN1C(=O)CCC1>[C:1]([O:8][CH3:9])(=[O:7])/[CH:2]=[CH:3]/[C:4]([O:6][CH2:11][C:12]([N:14]1[CH2:19][CH2:18][O:17][CH2:16][CH2:15]1)=[O:13])=[O:5] |f:2.3|. Reported procedure: Following general procedure A, methyl hydrogen fumarate (MHF) (0.50 g, 3.84 mmol) dissolved in NMP was reacted at ca. 55° C. with 4-(chloroacetyl) morpholine (0.75 g, 4.61 mmol) in the presence of CsHCO3 (0.89 g, 4.61 mmol) to afford 0.34 g (35% yield) of the title compound (3) as a white solid after purification by mass-guided preparative HPLC and lyophilization. M.p.: 124 to 126° C.; 1H NMR (CDCl3, 400 MHz): δ 6.97-6.91 (m, 2H), 4.84 (s, 2H), 3.82 (s, 3H), 3.72-3.70 (m, 4H), 3.64-3.62 (m, 2H),... Reactants: COc1ccccc1B(O)O, COC(=O)c1ccc(Br)c(C)c1, Cc1ccccc1, [Na+], [Na+], O=C([O-])[O-], [Pd], c1ccc(P(c2ccccc2)c2ccccc2)cc1, c1ccc(P(c2ccccc2)c2ccccc2)cc1, c1ccc(P(c2ccccc2)c2ccccc2)cc1, c1ccc(P(c2ccccc2)c2ccccc2)cc1. Yields the product COC(=O)c1ccc(-c2ccccc2OC)c(C)c1. RXN SMILES: [CH3:13][O:14][c:15]1[c:16]([B:21]([OH:22])[OH:23])[cH:17][cH:18][cH:19][cH:20]1.[CH3:1][O:2][C:3]([c:4]1[cH:5][c:6]([CH3:11])[c:7]([Br:10])[cH:8][cH:9]1)=[O:12].[CH3:30][c:31]1[cH:32][cH:33][cH:34][cH:35][cH:36]1.[Na+:24].[Na+:25].[O-:26][C:27](=[O:28])[O-:29].[Pd:37].[c:38]1([P:39]([c:40]2[cH:41][cH:42][cH:43][cH:44][cH:45]2)[c:46]2[cH:47][cH:48][cH:49][cH:50][cH:51]2)[cH:52][cH:53][cH:54][cH:55][cH:56]1.[c:57]1([P:58]([c:59]2[cH:60][cH:61][cH:62][cH:63][cH:64]2)[c:65]2[cH:66][cH:67][cH:68][cH:69][cH:70]2)[cH:71][cH:72][cH:73][cH:74][cH:75]1.[c:76]1([P:77]([c:78]2[cH:79][cH:80][cH:81][cH:82][cH:83]2)[c:84]2[cH:85][cH:86][cH:87][cH:88][cH:89]2)[cH:90][cH:91][cH:92][cH:93][cH:94]1.[c:95]1([P:96]([c:97]2[cH:98][cH:99][cH:100][cH:101][cH:102]2)[c:103]2[cH:104][cH:105][cH:106][cH:107][cH:108]2)[cH:109][cH:110][cH:111][cH:112][cH:113]1>>[CH3:1][O:2][C:3]([c:4]1[cH:5][c:6]([CH3:11])[c:7](-[c:16]2[c:15]([O:14][CH3:13])[cH:20][cH:19][cH:18][cH:17]2)[cH:8][cH:9]1)=[O:12]. Reagents/catalysts: [C].[Pd] (palladium-carbon). Reported procedure: In 100 ml of acetic acid was dissolved 10 g of ethyl (S)-10-(1-benzyloxycarbonylaminocyclopropyl)-9-fluoro-3-methyl-7-oxo-2,3-dihydro-7H-pyrido[1,2,3-de][1,4]benzoxazine-6-carboxylate. To the resulting solution was added 2 g of 5% palladium-carbon. The resulting mixture was stirred at room temperature for 2 hours at atmospheric pressure in a hydrogen stream. The reaction mixture was filtered. The filtrate was concentrated to dryness under reduced pressure. To the residue obtained were added 200 ... Product: NC1(CC1)C=1C(=CC2=C3N([C@H](COC31)C)C=C(C2=O)C(=O)OCC)F (ethyl (S)-10-(1-aminocyclopropyl)-9-fluoro-3-methyl- 7-oxo-2,3-dihydro-7H-pyrido[1,2,3-de][1,4]benzoxazine-6-carboxylate). RXN SMILES: C(OC([NH:11][C:12]1([C:15]2[C:16]([F:35])=[CH:17][C:18]3[C:28](=[O:29])[C:27]([C:30]([O:32][CH2:33][CH3:34])=[O:31])=[CH:26][N:20]4[C@@H:21]([CH3:25])[CH2:22][O:23][C:24]=2[C:19]=34)[CH2:14][CH2:13]1)=O)C1C=CC=CC=1.[H][H].C(Cl)Cl.C(=O)([O-])O.[Na+]>C(O)(=O)C.[C].[Pd].O>[NH2:11][C:12]1([C:15]2[C:16]([F:35])=[CH:17][C:18]3[C:28](=[O:29])[C:27]([C:30]([O:32][CH2:33][CH3:34])=[O:31])=[CH:26][N:20]4[C@@H:21]([CH3:25])[CH2:22][O:23][C:24]=2[C:19]=34)[CH2:13][CH2:14]1 |f:3.4,6.7|. Solvent: O (water), C(C)(=O)O (acetic acid). Isolated yield 89.2%. The reactants are C(Cl)Cl (methylene chloride), C(O)([O-])=O.[Na+] (sodium hydrogen-carbonate), [H][H] (hydrogen), C(C1=CC=CC=C1)OC(=O)NC1(CC1)C=1C(=CC2=C3N([C@H](COC31)C)C=C(C2=O)C(=O)OCC)F (ethyl (S)-10-(1-benzyloxycarbonylaminocyclopropyl)-9-fluoro-3-methyl-7-oxo-2,3-dihydro-7H-pyrido[1,2,3-de][1,4]benzoxazine-6-carboxylate).